Dataset: the Open Reaction Database (ORD), a public repository of structured organic reaction records. Task: describe an organic reaction: reactants, conditions, products, and yield Reactants: FC1=C(C=CC(=C1)[N+](=O)[O-])/C=C(/C(=O)OCC)\C ((E)-Ethyl 3-(2-fluoro-4-nitrophenyl)-2-methylacrylate), [Cl-].[NH4+] (ammonium chloride). The reagents and catalysts are [Fe] (iron). Solvent: O1CCCC1 (tetrahydrofuran), CO (methanol). The product is FC1=C(C=CC(=C1)N)/C=C(/C(=O)OCC)\C ((E)-Ethyl 3-(2-fluoro-4-aminophenyl)-2-methylacrylate). The yield is 85.2%. RXN SMILES: [F:1][C:2]1[CH:7]=[C:6]([N+:8]([O-])=O)[CH:5]=[CH:4][C:3]=1/[CH:11]=[C:12](\[CH3:18])/[C:13]([O:15][CH2:16][CH3:17])=[O:14].[Cl-].[NH4+]>O1CCCC1.CO.[Fe]>[F:1][C:2]1[CH:7]=[C:6]([NH2:8])[CH:5]=[CH:4][C:3]=1/[CH:11]=[C:12](\[CH3:18])/[C:13]([O:15][CH2:16][CH3:17])=[O:14] |f:1.2|. Procedure: Compound 14c (17.3 g) was dissolved in tetrahydrofuran (180 ml) and methanol (180 ml), and iron powder (19.1 g) was added thereto. An ammonium chloride aqueous solution (1.67 mol/l, 110 ml) was added to the reaction mixture while refluxing under heating. The obtained mixture was refluxed under heating for 1 hour. After the mixture was allowed to cool, the iron powder was removed by Cerite filtration. Ethyl acetate and purified water were added to the filtrate, and extraction and washing were car... The reactants are C1CCOC1, CO, [Cl-], Cc1cc(F)c([N+](=O)[O-])cc1N1Cc2cnc(Cl)cc2N(C)C1=O, [NH4+]. Product: Cc1cc(F)c(N)cc1N1Cc2cnc(Cl)cc2N(C)C1=O. RXN SMILES: [CH2:29]1[O:30][CH2:31][CH2:32][CH2:33]1.[CH3:27][OH:28].[Cl-:25].[Cl:1][c:2]1[cH:3][c:4]2[c:9]([cH:10][n:11]1)[CH2:8][N:7]([c:12]1[c:13]([CH3:22])[cH:14][c:15]([F:21])[c:16]([N+:18]([O-:19])=[O:20])[cH:17]1)[C:6](=[O:23])[N:5]2[CH3:24].[NH4+:26]>>[Cl:1][c:2]1[cH:3][c:4]2[c:9]([cH:10][n:11]1)[CH2:8][N:7]([c:12]1[c:13]([CH3:22])[cH:14][c:15]([F:21])[c:16]([NH2:18])[cH:17]1)[C:6](=[O:23])[N:5]2[CH3:24]. Starting materials: CCCCCC, Cl, Fc1ccc(C(=CC2CCNCC2)c2ccc(F)cc2)cc1, c1ccc(C(CC2CCNCC2)c2ccccc2)cc1. Yields the product Fc1ccc(C(CC2CCNCC2)c2ccc(F)cc2)cc1. As a reaction SMILES: [CH3:44][CH2:45][CH2:46][CH2:47][CH2:48][CH3:49].[ClH:21].[F:22][c:23]1[cH:24][cH:25][c:26]([C:29](=[CH:30][CH:31]2[CH2:32][CH2:33][NH:34][CH2:35][CH2:36]2)[c:37]2[cH:38][cH:39][c:40]([F:43])[cH:41][cH:42]2)[cH:27][cH:28]1.[c:1]1([CH:2]([c:3]2[cH:4][cH:5][cH:6][cH:7][cH:8]2)[CH2:9][CH:10]2[CH2:11][CH2:12][NH:13][CH2:14][CH2:15]2)[cH:16][cH:17][cH:18][cH:19][cH:20]1>>[F:22][c:23]1[cH:24][cH:25][c:26]([CH:29]([CH2:30][CH:31]2[CH2:32][CH2:33][NH:34][CH2:35][CH2:36]2)[c:37]2[cH:38][cH:39][c:40]([F:43])[cH:41][cH:42]2)[cH:27][cH:28]1. The reactants are IC1=C(C=CC=C1)O (2-Iodophenol), C([O-])([O-])=O.[K+].[K+] (potassium carbonate), BrCC1=C(C#N)C(=CC=C1)[N+](=O)[O-] (2-bromomethyl-6-nitrobenzonitrile). The solvent is N1=CC=CC=C1 (pyridine), O (water), CN(C=O)C (dimethylformamide). Run at temperature 0 celsius, time 1.5 hour. The product is IC1=C(OCC2=C(C#N)C(=CC=C2)[N+](=O)[O-])C=CC=C1 (2-(2-iodophenoxymethyl)-6-nitrobenzonitrile). The yield is 88.7%. As a reaction SMILES: [I:1][C:2]1[CH:7]=[CH:6][CH:5]=[CH:4][C:3]=1[OH:8].C(=O)([O-])[O-].[K+].[K+].Br[CH2:16][C:17]1[CH:24]=[CH:23][CH:22]=[C:21]([N+:25]([O-:27])=[O:26])[C:18]=1[C:19]#[N:20]>CN(C)C=O.N1C=CC=CC=1.O>[I:1][C:2]1[CH:7]=[CH:6][CH:5]=[CH:4][C:3]=1[O:8][CH2:16][C:17]1[CH:24]=[CH:23][CH:22]=[C:21]([N+:25]([O-:27])=[O:26])[C:18]=1[C:19]#[N:20] |f:1.2.3|. Reported procedure: 2-Iodophenol (0.18 g, 0.87 mmol) and potassium carbonate were added to a cooled (0° C.) and stirred solution of 2-bromomethyl-6-nitrobenzonitrile [W. T. Ashton and J. B. Hynes, J. Med. Chem, 16, 1233 (1973)] (0.2 g, 0.83 mmol) in dimethylformamide under nitrogen atmosphere. The reaction mixture was stirred at 0° C. for 1.5 hours, then diluted with pyridine (1.5 mL), water, stirred for 1 hour, filtered and dried to yield 280 mg of 2-(2-iodophenoxymethyl)-6-nitrobenzonitrile. Reactants: C(C)OC(=O)[C@@H]1CC[C@H](CC1)N1N=C(C(=C1C)C)C (trans-4-(3,4,5-trimethyl-pyrazol-1-yl)-cyclohexanecarboxylic acid ethyl ester), [OH-].[Na+] (sodium hydroxide), Cl (hydrochloric acid). Solvent: O1CCOCC1 (1,4-dioxane). Yields the product CC1=NN(C(=C1C)C)[C@@H]1CC[C@H](CC1)C(=O)O (trans-4-(3,4,5-Trimethyl-pyrazol-1-yl)-cyclohexanecarboxylic acid). The yield is 87.6%. Reaction SMILES: C([O:3][C:4]([C@H:6]1[CH2:11][CH2:10][C@H:9]([N:12]2[C:16]([CH3:17])=[C:15]([CH3:18])[C:14]([CH3:19])=[N:13]2)[CH2:8][CH2:7]1)=[O:5])C.[OH-].[Na+].Cl>O1CCOCC1>[CH3:19][C:14]1[C:15]([CH3:18])=[C:16]([CH3:17])[N:12]([C@H:9]2[CH2:10][CH2:11][C@H:6]([C:4]([OH:5])=[O:3])[CH2:7][CH2:8]2)[N:13]=1 |f:1.2|. Procedure: A solution of trans-4-(3,4,5-trimethyl-pyrazol-1-yl)-cyclohexanecarboxylic acid ethyl ester (180 mg, 0.681 mmol) in 1,4-dioxane (6.8 ml) and 2 M aqueous sodium hydroxide solution (3.4 ml, 6.8 mmol) was stirred at room temperature for 3 days. The pH was adjusted to 3 by addition of 2 M aqueous hydrochloric acid. The mixture was partitioned between ethyl acetate (25 ml) and water (25 ml). The layers were separated. The aqueous layer was extracted with two 25-ml portions of ethyl acetate. The combi... Reactants: OC1=C(N)C=CC(=C1)OC (2-Hydroxy-4-methoxyaniline), O(C(=S)[S-])CC.[K+] (potassium O-ethyl xanthate), Cl (HCl). Solvent: N1=CC=CC=C1 (pyridine), ice water. Run at time 2 hour. Yields the product COC1=CC2=C(NC(O2)=S)C=C1 (6-methoxybenzo[d]oxazole-2(3H)-thione). Reaction SMILES: [OH:1][C:2]1[CH:8]=[C:7]([O:9][CH3:10])[CH:6]=[CH:5][C:3]=1[NH2:4].O(CC)[C:12]([S-])=[S:13].[K+].Cl>N1C=CC=CC=1>[CH3:10][O:9][C:7]1[CH:6]=[CH:5][C:3]2[NH:4][C:12](=[S:13])[O:1][C:2]=2[CH:8]=1 |f:1.2|. Procedure details: 2-Hydroxy-4-methoxyaniline (1.00 g, 7.19 mmol) and potassium O-ethyl xanthate (1.27 g, 7.91 mmol) were heated to reflux in pyridine (20 mL). After 2 h, the reaction mixture was allowed to cool to rt and was poured into a solution of conc. HCl (10 mL) in ice water (80 mL). The resulting white solid was collected by filtration, washed with water (3×), and dried in a vacuum oven. This gave 0.733 g (56%) of the desired product. LC-MS: RT=6.67 min., [M+H]+=182.1. Reactants: crude product, compound 7, C1(=C(C(=CC(=C1)C)C)C1=NC(=NC(=N1)C1=C(C=C(C=C1)O)O)C1=C(C=C(C=C1)O)O)C (2-mesityl-4,6-bis(2,4-dihydroxyphenyl)-1,3,5-triazine), C1(=C(C(=CC(=C1)C)C)C1=NC(=NC(=N1)C1=C(C=C(C=C1)O)O)C1=C(C=C(C=C1)O)O)C (2-mesityl-4,6-bis(2,4-dihydroxyphenyl)-1,3,5-triazine), C(C1CO1)OCC(CCCC)CC (2-ethylhexyl glycidyl ether). The reagents and catalysts are [Br-].C(C)[P+](C1=CC=CC=C1)(C1=CC=CC=C1)C1=CC=CC=C1 (ethyltriphenylphosphonium bromide). The solvent is C(C)(=O)OCC (ethyl acetate), C1(=CC(=CC(=C1)C)C)C (mesitylene). Reaction conditions: temperature 140 celsius, time 16 hour. The product is C1(=C(C(=CC(=C1)C)C)C1=NC(=NC(=N1)C1=C(C=C(C=C1)OCC(COCC(CCCC)CC)O)O)C1=C(C=C(C=C1)OCC(COCC(CCCC)CC)O)O)C (2-mesityl-4,6-bis(2-hydroxy-4-[3-(2-ethylhexyloxy)-2-hydroxypropoxy]-phenyl)-1,3,5-triazine). The yield is 81.9%. Reaction SMILES: [C:1]1([CH3:31])[CH:6]=[C:5]([CH3:7])[CH:4]=[C:3]([CH3:8])[C:2]=1[C:9]1[N:14]=[C:13]([C:15]2[CH:20]=[CH:19][C:18]([OH:21])=[CH:17][C:16]=2[OH:22])[N:12]=[C:11]([C:23]2[CH:28]=[CH:27][C:26]([OH:29])=[CH:25][C:24]=2[OH:30])[N:10]=1.[CH2:32]([O:36][CH2:37][CH:38]([CH2:43][CH3:44])[CH2:39][CH2:40][CH2:41][CH3:42])[CH:33]1[O:35][CH2:34]1>[Br-].C([P+](C1C=CC=CC=1)(C1C=CC=CC=1)C1C=CC=CC=1)C.C1(C)C=C(C)C=C(C)C=1.C(OCC)(=O)C>[C:1]1([CH3:31])[CH:6]=[C:5]([CH3:7])[CH:4]=[C:3]([CH3:8])[C:2]=1[C:9]1[N:10]=[C:11]([C:23]2[CH:28]=[CH:27][C:26]([O:29][CH2:34][CH:33]([OH:35])[CH2:32][O:36][CH2:37][CH:38]([CH2:43][CH3:44])[CH2:39][CH2:40][CH2:41][CH3:42])=[CH:25][C:24]=2[OH:30])[N:12]=[C:13]([C:15]2[CH:20]=[CH:19][C:18]([O:21][CH2:34][CH:33]([OH:35])[CH2:32][O:36][CH2:37][CH:38]([CH2:43][CH3:44])[CH2:39][CH2:40][CH2:41][CH3:42])=[CH:17][C:16]=2[OH:22])[N:14]=1 |f:2.3|. Procedure details: A mixture of 39.5 g (0.095 mol) of 2-mesityl-4,6-bis(2,4-dihydroxyphenyl)-1,3,5-triazine (compound 1b), 40.7 g (0.2185 mol) of 2-ethylhexyl glycidyl ether (purity 98%) and 3.5 g (9.5 mmol) of ethyltriphenylphosphonium bromide (purity 97%) in 250 ml of mesitylene (purity 99%) is stirred at 140° C. under nitrogen for 16 hours. The clear solution is freed from solvent under reduced pressure. The crude product is dissolved in 200 ml of ethyl acetate and filtered through a 6.0 cm layer of silica gel ...